This data is from the Open Reaction Database (ORD), a public repository of structured organic reaction records. The task is: describe an organic reaction: reactants, conditions, products, and yield Starting materials: ClC1=C(C#N)C=CC(=C1)B1OC(C(O1)(C)C)(C)C (2-chloro-4-(4,4,5,5-tetramethyl-1,3,2-dioxaborolan-2-yl)benzonitrile), BrC1=C(C=O)C(=CN=C1)F (3-bromo-5-fluoroisonicotinaldehyde), C(=O)([O-])[O-].[Na+].[Na+] (Na2CO3). The reagents and catalysts are Cl[Pd]([P](C1=CC=CC=C1)(C2=CC=CC=C2)C3=CC=CC=C3)([P](C4=CC=CC=C4)(C5=CC=CC=C5)C6=CC=CC=C6)Cl (PdCl2(PPh3)2). The solvent is CN(C)C=O (DMF). Conditions: temperature 100 celsius. Product: ClC1=C(C#N)C=CC(=C1)C=1C=NC=C(C1C=O)F (2-chloro-4-(5-fluoro-4-formylpyridin-3-yl)benzonitrile). Isolated yield 18.0%. As a reaction SMILES: [Cl:1][C:2]1[CH:9]=[C:8](B2OC(C)(C)C(C)(C)O2)[CH:7]=[CH:6][C:3]=1[C:4]#[N:5].Br[C:20]1[CH:27]=[N:26][CH:25]=[C:24]([F:28])[C:21]=1[CH:22]=[O:23].C([O-])([O-])=O.[Na+].[Na+]>CN(C=O)C.Cl[Pd](Cl)([P](C1C=CC=CC=1)(C1C=CC=CC=1)C1C=CC=CC=1)[P](C1C=CC=CC=1)(C1C=CC=CC=1)C1C=CC=CC=1>[Cl:1][C:2]1[CH:9]=[C:8]([C:20]2[CH:27]=[N:26][CH:25]=[C:24]([F:28])[C:21]=2[CH:22]=[O:23])[CH:7]=[CH:6][C:3]=1[C:4]#[N:5] |f:2.3.4,^1:42,61|. Procedure details: To the solution of 2-chloro-4-(4,4,5,5-tetramethyl-1,3,2-dioxaborolan-2-yl)benzonitrile (264 mg, 1.00 mmol), 3-bromo-5-fluoroisonicotinaldehyde (204 mg, 1.00 mmol) and PdCl2(PPh3)2 (56 mg, 0.08 mmol) in DMF (3 mL) was added 2M Na2CO3 solution (1.50 ml, 3.00 mmol) under nitrogen atmosphere. The mixture was stirred and heated at 100° C. for 4 hrs. After letting cool to room temperature, solvent was removed in vacuo. The resulting residue was dissolved in DCM and saturated NH4Cl solution. After ext...